This data is from the Open Reaction Database (ORD), a public repository of structured organic reaction records. The task is: describe an organic reaction: reactants, conditions, products, and yield Reactants: Cc1[nH]c2ccc(OCc3ccccc3)cc2c1C(=O)O, CNCCNC, Cc1ccccc1, [Cu]I, Ic1ccccc1, [K+], [K+], [K+], O=P([O-])([O-])[O-]. Yields the product Cc1c(C(=O)O)c2cc(OCc3ccccc3)ccc2n1-c1ccccc1. As a reaction SMILES: [CH2:1]([c:2]1[cH:3][cH:4][cH:5][cH:6][cH:7]1)[O:8][c:9]1[cH:10][c:11]2[c:12]([C:19](=[O:20])[OH:21])[c:13]([CH3:18])[nH:14][c:15]2[cH:16][cH:17]1.[CH3:37][NH:38][CH2:39][CH2:40][NH:41][CH3:42].[CH3:43][c:44]1[cH:45][cH:46][cH:47][cH:48][cH:49]1.[Cu:50][I:51].[I:22][c:23]1[cH:24][cH:25][cH:26][cH:27][cH:28]1.[K+:34].[K+:35].[K+:36].[P:29]([O-:30])([O-:31])([O-:32])=[O:33]>>[CH2:1]([c:2]1[cH:3][cH:4][cH:5][cH:6][cH:7]1)[O:8][c:9]1[cH:10][c:11]2[c:12]([C:19](=[O:20])[OH:21])[c:13]([CH3:18])[n:14](-[c:23]3[cH:24][cH:25][cH:26][cH:27][cH:28]3)[c:15]2[cH:16][cH:17]1. The reactants are C(C)(=O)[O-] (acetate), O1C(=NC2=C1C=CC=C2)N(C)CCOC2=CC=C(C=C2)CC(C(=O)OC)=[N+]=[N-] (methyl 3-[4-[2- [N-(2-benzoxazolyl)-N-methylamino]ethoxy]phenyl]-2-diazopropanoate), C(C)O (ethanol). Solvent: C1=CC=CC=C1 (benzene). Conditions: time 15 minute. Product: O1C(=NC2=C1C=CC=C2)N(C)CCOC2=CC=C(C=C2)CC(C(=O)OC)OCC (Methyl 3-[4-[2-[N-(2-benzoxazolyl)-N-methylamino]ethoxy]phenyl]-2-ethoxypropanoate). As a reaction SMILES: [C:1]([O-])(=[O:3])[CH3:2].[O:5]1[C:9]2[CH:10]=[CH:11][CH:12]=[CH:13][C:8]=2[N:7]=[C:6]1[N:14]([CH2:16][CH2:17][O:18][C:19]1[CH:24]=[CH:23][C:22]([CH2:25][C:26](=[N+]=[N-])[C:27]([O:29][CH3:30])=[O:28])=[CH:21][CH:20]=1)[CH3:15].C(O)C>C1C=CC=CC=1>[O:5]1[C:9]2[CH:10]=[CH:11][CH:12]=[CH:13][C:8]=2[N:7]=[C:6]1[N:14]([CH2:16][CH2:17][O:18][C:19]1[CH:20]=[CH:21][C:22]([CH2:25][CH:26]([O:3][CH2:1][CH3:2])[C:27]([O:29][CH3:30])=[O:28])=[CH:23][CH:24]=1)[CH3:15]. Procedure details: Rodium (II) acetate dimer (33 mg) was added to a mixture of methyl 3-[4-[2- [N-(2-benzoxazolyl)-N-methylamino]ethoxy]phenyl]-2-diazopropanoate (2.80 g), ethanol (2.16 mL) and benzene (50 mL). The mixture was stirred at room temperature under a nitrogen atmosphere for 15 minutes, heated at reflux for a further 15 minutes, then cooled and evaporated in vacuo. The residue was chromotographed on silica gel using 1.5% methanol in dichloromethane as eluent to afford the title compound as a gum. 1H NMR...